Task: describe an organic reaction: reactants, conditions, products, and yield. Dataset: the Open Reaction Database (ORD), a public repository of structured organic reaction records Starting materials: BrC=1C(=CC(=NC1)C)NC(=O)C=1C=NN2C1N=CC=C2 (N-(5-bromo-2-methylpyridin-4-yl)pyrazolo[1,5-a]pyrimidine-3-carboxamide), ClC1=C(C=C(C=C1)Cl)B(O)O (2,5-dichlorophenylboronic acid), C([O-])([O-])=O.[Na+].[Na+] (sodium carbonate), aqueous solution. Reagents/catalysts: Cl[Pd]([P](C1=CC=CC=C1)(C2=CC=CC=C2)C3=CC=CC=C3)([P](C4=CC=CC=C4)(C5=CC=CC=C5)C6=CC=CC=C6)Cl (bis(triphenylphosphine)palladium(II) chloride). Run in C(C)#N (acetonitrile). The product is ClC1=C(C=C(C=C1)Cl)C=1C(=CC(=NC1)C)NC(=O)C=1C=NN2C1N=CC=C2 (N-(5-(2,5-dichlorophenyl)-2-methylpyridin-4-yl)pyrazolo[1,5-a]pyrimidine-3-carboxamide). The yield is 46.1%. Reaction SMILES: Br[C:2]1[C:3]([NH:9][C:10]([C:12]2[CH:13]=[N:14][N:15]3[CH:20]=[CH:19][CH:18]=[N:17][C:16]=23)=[O:11])=[CH:4][C:5]([CH3:8])=[N:6][CH:7]=1.[Cl:21][C:22]1[CH:27]=[CH:26][C:25]([Cl:28])=[CH:24][C:23]=1B(O)O.C(=O)([O-])[O-].[Na+].[Na+]>Cl[Pd](Cl)([P](C1C=CC=CC=1)(C1C=CC=CC=1)C1C=CC=CC=1)[P](C1C=CC=CC=1)(C1C=CC=CC=1)C1C=CC=CC=1.C(#N)C>[Cl:21][C:22]1[CH:27]=[CH:26][C:25]([Cl:28])=[CH:24][C:23]=1[C:2]1[C:3]([NH:9][C:10]([C:12]2[CH:13]=[N:14][N:15]3[CH:20]=[CH:19][CH:18]=[N:17][C:16]=23)=[O:11])=[CH:4][C:5]([CH3:8])=[N:6][CH:7]=1 |f:2.3.4,^1:40,59|. Procedure details: N-(5-bromo-2-methylpyridin-4-yl)pyrazolo[1,5-a]pyrimidine-3-carboxamide (82.2 mg, 0.247 mmol, 1 eq), 2,5-dichlorophenylboronic acid (122.1 mg, 0.6399 mmol, 2.59 eq), and bis(triphenylphosphine)palladium(II) chloride (15.4 mg, 0.0219 mmol, 0.09 eq) were combined in a microwave vial. To these solids were added sodium carbonate (1.0 mL of a 1.0 M aqueous solution, 1.0 mmol, 4.0 eq) and 3.0 mL acetonitrile. The vial was sealed and subjected to microwave irradiation (120° C., 30 W) for 30 minutes. Th... Starting materials: CC#N, CCOC(C)=O, CCN(C(C)C)C(C)C, CC1(C)OCCn2c1nc(C(=O)NCc1ccc(F)cc1I)c(OCc1ccccc1)c2=O, CC(=O)[O-], CC(=O)[O-], COP([O-])OC, [Pd+2], c1ccc(P(c2ccccc2)c2ccccc2)cc1. Product: COP(=O)(O)c1cc(F)ccc1CNC(=O)c1nc2n(c(=O)c1OCc1ccccc1)CCOC2(C)C. Reaction SMILES: [CH3:68][C:69]#[N:70].[CH3:71][CH2:72][O:73][C:74](=[O:75])[CH3:76].[CH:34]([N:35]([CH2:36][CH3:37])[CH:38]([CH3:39])[CH3:40])([CH3:41])[CH3:42].[F:1][c:2]1[cH:3][c:4]([I:33])[c:5]([CH2:6][NH:7][C:8](=[O:9])[c:10]2[n:11][c:12]3[n:17]([c:18](=[O:28])[c:19]2[O:20][CH2:21][c:22]2[cH:23][cH:24][cH:25][cH:26][cH:27]2)[CH2:16][CH2:15][O:14][C:13]3([CH3:29])[CH3:30])[cH:31][cH:32]1.[O-:78][C:79]([CH3:80])=[O:81].[O-:82][C:83]([CH3:84])=[O:85].[P:62]([O:63][CH3:64])([O:65][CH3:66])[O-:67].[Pd+2:77].[c:43]1([P:44]([c:45]2[cH:46][cH:47][cH:48][cH:49][cH:50]2)[c:51]2[cH:52][cH:53][cH:54][cH:55][cH:56]2)[cH:57][cH:58][cH:59][cH:60][cH:61]1>>[F:1][c:2]1[cH:3][c:4]([P:62]([O:63][CH3:64])(=[O:65])[OH:67])[c:5]([CH2:6][NH:7][C:8](=[O:9])[c:10]2[n:11][c:12]3[n:17]([c:18](=[O:28])[c:19]2[O:20][CH2:21][c:22]2[cH:23][cH:24][cH:25][cH:26][cH:27]2)[CH2:16][CH2:15][O:14][C:13]3([CH3:29])[CH3:30])[cH:31][cH:32]1. The reactants are [Cl-].[NH4+] (ammonium chloride), FC(C1=CC=C(C=N1)NC1=CC=C(N=N1)C1=CC=C(C=C1)C1CCC(CC1)CC#N)(F)F ((4-{4-[6-(6-Trifluoromethyl-pyridin-3-ylamino)-pyridazin-3-yl]-phenyl}-cyclohexyl)-acetonitrile), CN(C)C=O (DMF), Ph, [N-]=[N+]=[N-].[Na+] (sodium azide). Solvent: O (water). Conditions: temperature 140 celsius. The product is N=1NN=NC1CC1CCC(CC1)C1=CC=C(C=C1)C1=CC=C(N=N1)NC=1C=NC(=CC1)C(F)(F)F ((6-{4-[4-(2H-Tetrazol-5-ylmethyl)-cyclohexyl]-phenyl}-pyridazin-3-yl)-(6-trifluoromethyl-pyridin-3-yl)-amine). RXN SMILES: [F:1][C:2]([F:32])([F:31])[C:3]1[N:8]=[CH:7][C:6]([NH:9][C:10]2[N:15]=[N:14][C:13]([C:16]3[CH:21]=[CH:20][C:19]([CH:22]4[CH2:27][CH2:26][CH:25]([CH2:28][C:29]#[N:30])[CH2:24][CH2:23]4)=[CH:18][CH:17]=3)=[CH:12][CH:11]=2)=[CH:5][CH:4]=1.CN(C=O)C.[N-:38]=[N+:39]=[N-:40].[Na+].[Cl-].[NH4+]>O>[N:30]1[NH:38][N:39]=[N:40][C:29]=1[CH2:28][CH:25]1[CH2:24][CH2:23][CH:22]([C:19]2[CH:20]=[CH:21][C:16]([C:13]3[N:14]=[N:15][C:10]([NH:9][C:6]4[CH:7]=[N:8][C:3]([C:2]([F:1])([F:31])[F:32])=[CH:4][CH:5]=4)=[CH:11][CH:12]=3)=[CH:17][CH:18]=2)[CH2:27][CH2:26]1 |f:2.3,4.5|. Procedure: To a mixture of (4-{4-[6-(6-Trifluoromethyl-pyridin-3-ylamino)-pyridazin-3-yl]-phenyl}-cyclohexyl)-acetonitrile (0.12 g, 0.29 mmol, 1.0 equiv) in 3 Ml DMF was added sodium azide (0.057 g, 0.88 mmol, 3.0 equiv), followed by solid ammonium chloride (0.062 g, 4.0 equiv). The reaction was heated to 140° C. over the weekend. The cooled reaction mixture was diluted with 10 Ml water and then acidified to Ph 4-5. The precipitate was filtered to afford the title compound: 1H NMR (400 MHz, DMSO-d6) δ ppm ... Reactants: ClCCOC1=NNC2=NC=NC(=C21)NC2=CC(=C(C=C2)OCC2=NC=CC=C2)C (3-(2-chloroethoxy)-N-[3-methyl-4-(pyridin-2-ylmethoxy)phenyl]-1H-pyrazolo[3,4-d]pyrimidin-4-amine), OC1CCNCC1 (4-hydroxypiperidine). Yields the product CC=1C=C(C=CC1OCC1=NC=CC=C1)NC1=C2C(=NC=N1)NN=C2OCCN2CCC(CC2)O (1-{2-[(4-{[3-methyl-4-(pyridin-2-ylmethoxy)phenyl]amino}-1H-pyrazolo[3,4-d]pyrimidin-3-yl)oxy]ethyl}piperidin-4-ol). The yield is 39.0%. RXN SMILES: Cl[CH2:2][CH2:3][O:4][C:5]1[C:13]2[C:8](=[N:9][CH:10]=[N:11][C:12]=2[NH:14][C:15]2[CH:20]=[CH:19][C:18]([O:21][CH2:22][C:23]3[CH:28]=[CH:27][CH:26]=[CH:25][N:24]=3)=[C:17]([CH3:29])[CH:16]=2)[NH:7][N:6]=1.[OH:30][CH:31]1[CH2:36][CH2:35][NH:34][CH2:33][CH2:32]1>>[CH3:29][C:17]1[CH:16]=[C:15]([NH:14][C:12]2[N:11]=[CH:10][N:9]=[C:8]3[NH:7][N:6]=[C:5]([O:4][CH2:3][CH2:2][N:34]4[CH2:35][CH2:36][CH:31]([OH:30])[CH2:32][CH2:33]4)[C:13]=23)[CH:20]=[CH:19][C:18]=1[O:21][CH2:22][C:23]1[CH:28]=[CH:27][CH:26]=[CH:25][N:24]=1. Reported procedure: The procedure described in Example 23 was repeated using 3-(2-chloroethoxy)-N-[3-methyl-4-(pyridin-2-ylmethoxy)phenyl]-1H-pyrazolo[3,4-d]pyrimidin-4-amine and 4-hydroxypiperidine to give the title compound in 39% yield; NMR Spectrum: 1.36 (d, 2H), 1.69 (d, 2H), 2.18 (t, 2H), 2.26 (s, 3H), 2.78 (m, 4H), 4.39 (t, 2H), 4.54 (d, 1H), 5.20 (s, 2H), 6.98 (d, 1H), 7.35 (t, 1H), 7.44 (m, 2H), 7.55 (d, 1H), 7.86 (t, 1H), 8.21 (s, 1H), 8.23 (s, 1H), 8.59 (d, 1H); Mass Spectrum: 476 (MH+). Reaction SMILES: C(OC(=O)[NH:7][C@H:8]([CH2:14][C:15]1[CH:20]=[C:19]([F:21])[C:18]([F:22])=[CH:17][C:16]=1[F:23])[CH2:9][C:10]([NH:12][NH2:13])=O)(C)(C)C.[F:25][C:26]([F:38])([F:37])[C:27]1[N:36]=[C:30]2[C:31](=S)[NH:32][CH2:33][CH2:34][N:29]2[N:28]=1>COCCO>[F:23][C:16]1[CH:17]=[C:18]([F:22])[C:19]([F:21])=[CH:20][C:15]=1[CH2:14][C@@H:8]([NH2:7])[CH2:9][C:10]1[N:32]2[C:31]([C:30]3[N:29]([N:28]=[C:27]([C:26]([F:38])([F:37])[F:25])[N:36]=3)[CH2:34][CH2:33]2)=[N:13][N:12]=1. The reactants are C(C)(C)(C)OC(N[C@@H](CC(=O)NN)CC1=C(C=C(C(=C1)F)F)F)=O (tert-butyl[(1R)-3-hydrazino-3-oxo-1-(2,4,5-trifluorobenzyl)propyl]carbamate), C(C)(C)(C)OC(N[C@@H](CC(=O)NN)CC1=C(C=C(C(=C1)F)F)F)=O (tert-butyl[(1R)-3-hydrazino-3-oxo-1-(2,4,5-trifluorobenzyl)propyl]carbamate), FC(C1=NN2C(C(NCC2)=S)=N1)(F)F (2-(trifluoromethyl)-6,7-dihydro[1,2,4]triazolo[1,5-a]pyrazine-8(5H)-thione), FC(C1=NN2C(C(NCC2)=S)=N1)(F)F (2-(trifluoromethyl)-6,7-dihydro[1,2,4]triazolo[1,5-a]pyrazine-8(5H)-thione). Product: FC1=C(C[C@H](CC2=NN=C3C=4N(CCN32)N=C(N4)C(F)(F)F)N)C=C(C(=C1)F)F ({(1R)-1-(2,4,5-Trifluorobenzyl)-2-[9-(trifluoromethyl)-5,6-dihydrobis[1,2,4]triazolo[1,5-a:3′,4′-c]pyrazin-3-yl]ethyl}amine). Procedure: A mixture of 208 mg (0.6 mmol) of of tert-butyl[(1R)-3-hydrazino-3-oxo-1-(2,4,5-trifluorobenzyl)propyl]carbamate (Intermediate 4), 100 mg (0.45 mmol) of 2-(trifluoromethyl)-6,7-dihydro[1,2,4]triazolo[1,5-a]pyrazine-8(5H)-thione (Intermediate 7), and 5 mL of 2-methoxyethanol was stirred at reflux for 18 h, resulting primarily in ring closure of the initial adduct as well as loss of the Boc group. The cooled solution was purified by preparative HPLC (C18 reverse phase column, 30-75% acetonitrile i... Solvent: COCCO (2-methoxyethanol).